This data is from the Open Reaction Database (ORD), a public repository of structured organic reaction records. The task is: describe an organic reaction: reactants, conditions, products, and yield Starting materials: [BH4-], O=C(O)c1cncc(Br)c1, C1CCOC1, CO, CCOC(=O)Cl, [Na+]. Product: OCc1cncc(Br)c1. As a reaction SMILES: [BH4-:17].[Br:1][c:2]1[cH:3][c:4]([C:8](=[O:9])[OH:10])[cH:5][n:6][cH:7]1.[CH2:21]1[O:22][CH2:23][CH2:24][CH2:25]1.[CH3:19][OH:20].[Cl:11][C:12]([O:13][CH2:14][CH3:15])=[O:16].[Na+:18]>>[Br:1][c:2]1[cH:3][c:4]([CH2:8][OH:9])[cH:5][n:6][cH:7]1. Reactants: CN1CCN(c2cc(N3CCc4cc(F)c(Br)cc4C3)nc(N)n2)CC1, O=C([O-])[O-], C1COCCO1, CNC(=O)c1ccc(B2OC(C)(C)C(C)(C)O2)cn1, ClCCl, [K+], [K+], O. Product: CNC(=O)c1ccc(-c2cc3c(cc2F)CCN(c2cc(N4CCN(C)CC4)nc(N)n2)C3)cn1. Reaction SMILES: [Br:1][c:2]1[c:3]([F:26])[cH:4][c:5]2[c:10]([cH:11]1)[CH2:9][N:8]([c:12]1[n:13][c:14]([NH2:25])[n:15][c:16]([N:18]3[CH2:19][CH2:20][N:21]([CH3:24])[CH2:22][CH2:23]3)[cH:17]1)[CH2:7][CH2:6]2.[C:46](=[O:47])([O-:48])[O-:49].[CH2:55]1[O:56][CH2:57][CH2:58][O:59][CH2:60]1.[CH3:27][NH:28][C:29](=[O:30])[c:31]1[n:32][cH:33][c:34]([B:37]2[O:38][C:39]([CH3:40])([CH3:41])[C:42]([CH3:43])([CH3:44])[O:45]2)[cH:35][cH:36]1.[Cl:52][CH2:53][Cl:54].[K+:50].[K+:51].[OH2:61]>>[c:2]1(-[c:34]2[cH:33][n:32][c:31]([C:29]([NH:28][CH3:27])=[O:30])[cH:36][cH:35]2)[c:3]([F:26])[cH:4][c:5]2[c:10]([cH:11]1)[CH2:9][N:8]([c:12]1[n:13][c:14]([NH2:25])[n:15][c:16]([N:18]3[CH2:19][CH2:20][N:21]([CH3:24])[CH2:22][CH2:23]3)[cH:17]1)[CH2:7][CH2:6]2. The reactants are S1C(=C(C=C1)CC(=O)OCC)C=1SC=CC1 (ethyl (2,2′-bithiophene)-3-acetate), [OH-].[Na+] (sodium hydroxide). Run in CO (methanol). The product is S1C(=C(C=C1)CC(=O)O)C=1SC=CC1 ((2,2′-bithiophene)-3-acetic acid). Isolated yield 95.2%. RXN SMILES: [S:1]1[CH:5]=[CH:4][C:3]([CH2:6][C:7]([O:9]CC)=[O:8])=[C:2]1[C:12]1[S:13][CH:14]=[CH:15][CH:16]=1.[OH-].[Na+]>CO>[S:1]1[CH:5]=[CH:4][C:3]([CH2:6][C:7]([OH:9])=[O:8])=[C:2]1[C:12]1[S:13][CH:14]=[CH:15][CH:16]=1 |f:1.2|. Procedure details: In a 500 ml flask, 5.5 g (22 mmol) of ethyl (2,2′-bithiophene)-3-acetate dissolved in 50 ml of methanol was added, followed by 200 ml of 15% aqueous sodium hydroxide solution. The solution was refluxed for 3 hours. After cooling down the mixture to room temperature, the solution was concentrated via methanol removal using rotary evaporation. The aqueous solution was washed with diethyl ether, and then acidified with HCl to pH 1 upon which precipitation occurs. The white precipitate was dissolved... Starting materials: Cl (Hydrochloride), Cl (hydrochloride), N[C@@H]1CN(CC1)S(=O)(=O)C=1C=2C(=CN=CC2C=CC1)Br ((S)-3-amino-1-(4-bromo-5-isoquinolinesulfonyl)pyrrolidine), compound, O1CC(CC1)=O (tetrahydrofuran-3-one), C(C1=CC=CO1)=O (furfural). Yields the product O1CC(CC1)N[C@H]1CN(CC1)S(=O)(=O)C=1C=2C(=CN=CC2C=CC1)Cl ((3R)-3-(3-Tetrahydrofuranyl)amino-1-(4-chloro-5-isoquinolinesulfonyl)pyrrolidine). RXN SMILES: [ClH:1].[O:2]1[CH2:6][CH2:5][C:4](=O)[CH2:3]1.[NH2:8][C@H:9]1[CH2:13][CH2:12][N:11]([S:14]([C:17]2[C:18]3[C:19](Br)=[CH:20][N:21]=[CH:22][C:23]=3[CH:24]=[CH:25][CH:26]=2)(=[O:16])=[O:15])[CH2:10]1.C(=O)C1OC=CC=1>>[O:2]1[CH2:6][CH2:5][CH:4]([NH:8][C@@H:9]2[CH2:13][CH2:12][N:11]([S:14]([C:17]3[C:18]4[C:19]([Cl:1])=[CH:20][N:21]=[CH:22][C:23]=4[CH:24]=[CH:25][CH:26]=3)(=[O:16])=[O:15])[CH2:10]2)[CH2:3]1. Procedure details: Hydrochloride of the compound obtained in Example 19-2 and tetrahydrofuran-3-one can be used in the method of Example 4-1 instead of hydrochloride of (S)-3-amino-1-(4-bromo-5-isoquinolinesulfonyl)pyrrolidine and furfural, respectively, to obtain the title compound.